From a dataset of the Open Reaction Database (ORD), a public repository of structured organic reaction records. describe an organic reaction: reactants, conditions, products, and yield Starting materials: ( I ), ClCCN1CCOCC1 (N-(2-chloroethyl)morpholine), C(C)(=O)N1CCC(CC1)N(C(=O)NC=1SC(=CN1)SC#N)[C@@H]1CC[C@H](CC1)C (1-(1-acetyl-piperidin-4-yl)-1-(trans-4-methyl-cyclohexyl)-3-(5-thiocyanato-thiazol-2-yl)-urea), SC[C@H](O)[C@H](O)CS (dithioerythritol). Yields the product C(C)(=O)N1CCC(CC1)N(C(=O)NC=1SC(=CN1)SCCN1CCOCC1)[C@@H]1CC[C@H](CC1)C (1-(1-Acetyl-piperidin-4-yl)-1-(trans-4-methyl-cyclohexyl)-3-[5-(2-morpholin-4-yl-ethylsulfanyl)-thiazol-2-yl]-urea). As a reaction SMILES: [C:1]([N:4]1[CH2:9][CH2:8][CH:7]([N:10]([C@H:22]2[CH2:27][CH2:26][C@H:25]([CH3:28])[CH2:24][CH2:23]2)[C:11]([NH:13][C:14]2[S:15][C:16]([S:19]C#N)=[CH:17][N:18]=2)=[O:12])[CH2:6][CH2:5]1)(=[O:3])[CH3:2].SC[C@@H]([C@@H](CS)O)O.Cl[CH2:38][CH2:39][N:40]1[CH2:45][CH2:44][O:43][CH2:42][CH2:41]1>>[C:1]([N:4]1[CH2:9][CH2:8][CH:7]([N:10]([C@H:22]2[CH2:23][CH2:24][C@H:25]([CH3:28])[CH2:26][CH2:27]2)[C:11]([NH:13][C:14]2[S:15][C:16]([S:19][CH2:38][CH2:39][N:40]3[CH2:45][CH2:44][O:43][CH2:42][CH2:41]3)=[CH:17][N:18]=2)=[O:12])[CH2:6][CH2:5]1)(=[O:3])[CH3:2]. Procedure details: Prepared as described in general procedures (H) and (I) using 1-(1-acetyl-piperidin-4-yl)-1-(trans-4-methyl-cyclohexyl)-3-(5-thiocyanato-thiazol-2-yl)-urea, dithioerythritol and N-(2-chloroethyl)morpholine Starting materials: C(C)OC(CC(CC(C)C)CP(=O)(OCC)OCC)=O (3-(Diethoxy-phosphorylmethyl)-5-methyl-hexanoic acid ethyl ester), [OH-].[Na+] (NaOH). The solvent is CCO (EtOH). Reaction conditions: time 15 minute. The product is C(C)OP(=O)(OCC)CC(CC(=O)O)CC(C)C (3-(diethoxy-phosphorylmethyl)-5-methyl-hexanoic acid). Isolated yield 72.5%. As a reaction SMILES: C([O:3][C:4](=[O:20])[CH2:5][CH:6]([CH2:11][P:12]([O:17][CH2:18][CH3:19])([O:14][CH2:15][CH3:16])=[O:13])[CH2:7][CH:8]([CH3:10])[CH3:9])C.[OH-].[Na+]>CCO>[CH2:18]([O:17][P:12]([CH2:11][CH:6]([CH2:7][CH:8]([CH3:10])[CH3:9])[CH2:5][C:4]([OH:20])=[O:3])([O:14][CH2:15][CH3:16])=[O:13])[CH3:19] |f:1.2|. Procedure details: 3-(Diethoxy-phosphorylmethyl)-5-methyl-hexanoic acid ethyl ester (1.0 g, 3.2 mmol) and NaOH (1.8 mL, 2.0 M) are combined in 10 mL of EtOH at 0° C. After 15 minutes, the reaction mixture is warmed to room temperature and stirred overnight. The EtOH is evaporated, and 50 mL of 2.0 M NaOH is added. The solution is extracted with Et2O (2×50 mL), and then acidified to pH=1 with concentrated HCl. The acidic solution is extracted with EtOAc (3×50 mL), and the combined extracts are dried over MgSO4 and ...